Dataset: the Open Reaction Database (ORD), a public repository of structured organic reaction records. Task: describe an organic reaction: reactants, conditions, products, and yield The reactants are NC=1SC=2CCN(CCC2N1)CC#CC1=CC=C(C=C1)C#N (2-amino-6-(3-(4-cyano-phenyl)-2-propyn-1-yl)-4,5,7,8-tetrahydro-6H-thiazolo[5,4-d]azepine), CCOCC (ether), O (H2O), [H][H] (hydrogen). Reagents/catalysts: [Pd].CC(=O)[O-].CC(=O)[O-].[Pb+2] (Lindlar catalyst). Solvent: CN(C=O)C (dimethylformamide). Product: NC=1SC=2CCN(CCC2N1)C\C=C/C1=CC=C(C=C1)C#N ((Z)-2-Amino-6-(3-(4-cyano-phenyl)allyl)-4,5,7,8-tetrahydro-6H-thiazolo[5,4-d]azepine). Yield: 29.5%. RXN SMILES: [NH2:1][C:2]1[S:3][C:4]2[CH2:5][CH2:6][N:7]([CH2:12][C:13]#[C:14][C:15]3[CH:20]=[CH:19][C:18]([C:21]#[N:22])=[CH:17][CH:16]=3)[CH2:8][CH2:9][C:10]=2[N:11]=1.O.[H][H].CCOCC>CN(C)C=O.[Pd].CC([O-])=O.CC([O-])=O.[Pb+2]>[NH2:1][C:2]1[S:3][C:4]2[CH2:5][CH2:6][N:7]([CH2:12]/[CH:13]=[CH:14]\[C:15]3[CH:16]=[CH:17][C:18]([C:21]#[N:22])=[CH:19][CH:20]=3)[CH2:8][CH2:9][C:10]=2[N:11]=1 |f:5.6.7.8|. Procedure: Prepared analogously to Example 12 by catalytic hydrogenation of 1.30 g (4.21 mmol) of 2-amino-6-(3-(4-cyano-phenyl)-2-propyn-1-yl)-4,5,7,8-tetrahydro-6H-thiazolo[5,4-d]azepine. 0.3 H2O in anhydrous dimethylformamide under 1 bar of hydrogen pressure using Lindlar catalyst (5% palladium on calcium carbonate, contaminated with lead) at ambient temperature. Yield: 29.5% of theory, Melting point: 186°-188° C. (ether). The reactants are ClC1=C2C(=NC=C1)N=C(N2O)C(F)F (7-Chloro-1-hydroxy-2-(difluoromethyl)-1H-imidazo(4,5-b)pyridine), [F-].[Na+] (sodium fluoride). The product is FC1=C2C(=NC=C1)N=C(N2O)C(F)F (7-fluoro-1-hydroxy-2-(difluoromethyl)-1H-imidazo(4,5-b)pyridine). Reaction SMILES: Cl[C:2]1[CH:7]=[CH:6][N:5]=[C:4]2[N:8]=[C:9]([CH:12]([F:14])[F:13])[N:10]([OH:11])[C:3]=12.[F-:15].[Na+]>>[F:15][C:2]1[CH:7]=[CH:6][N:5]=[C:4]2[N:8]=[C:9]([CH:12]([F:14])[F:13])[N:10]([OH:11])[C:3]=12 |f:1.2|. Reported procedure: 7-Chloro-1-hydroxy-2-(difluoromethyl)-1H-imidazo(4,5-b)pyridine is reacted with sodium fluoride to obtain 7-fluoro-1-hydroxy-2-(difluoromethyl)-1H-imidazo(4,5-b)pyridine, which is then converted to its calcium salt. As a reaction SMILES: FC(F)(F)C(O)=O.[CH3:8][C@@H:9]([O:13][C:14]1[NH:15][C:16]([NH2:25])=[C:17]2[C:21]([N:22]=1)=[N:20][C:19]([O:23][CH3:24])=[N:18]2)[CH2:10][CH2:11][CH3:12].Br[CH2:27][CH2:28][CH:29]1[CH2:34][CH2:33][O:32][CH2:31][CH2:30]1>>[CH3:8][C@@H:9]([O:13][C:14]1[N:22]=[C:21]2[C:17]([N:18]=[C:19]([O:23][CH3:24])[N:20]2[CH2:27][CH2:28][CH:29]2[CH2:34][CH2:33][O:32][CH2:31][CH2:30]2)=[C:16]([NH2:25])[N:15]=1)[CH2:10][CH2:11][CH3:12] |f:0.1|. Starting materials: Intermediate 223, FC(C(=O)O)(F)F.C[C@H](CCC)OC=1NC(=C2N=C(N=C2N1)OC)N (2-{[(1R)-1-methylbutyl]oxy}-8-(methyloxy)-1H-purin-6-amine trifluoroacetate), BrCCC1CCOCC1 (4-(2-bromoethyl)tetrahydro-2H-pyran). Procedure: Prepared similarly to Intermediate 223 from 2-{[(1R)-1-methylbutyl]oxy}-8-(methyloxy)-1H-purin-6-amine trifluoroacetate and 4-(2-bromoethyl)tetrahydro-2H-pyran but conducting the alkylation over 1 hour at 60° C. Product: C[C@H](CCC)OC1=NC(=C2N=C(N(C2=N1)CCC1CCOCC1)OC)N (2-{[(1R)-1-Methylbutyl]oxy}-8-(methyloxy)-9-[2-(tetrahydro-2H-Pyran-4-yl)ethyl]-9H-purin-6-amine). Yields the product COC(C1=CC(=CC=C1)OC(=O)OC(C)(C)C)OC (3-tert.-butoxycarbonyloxy-benzaldehyde dimethylacetal). Reactants: C(C)(C)(C)OC(=O)OC=1C=C(C=O)C=CC1 (3-tert.-butoxycarbonyloxy-benzaldehyde), CO (methanol), C1(=CC=CC=C1)C (toluene). Solvent: C(OC)(OC)OC (trimethyl orthoformate). Reagents/catalysts: RhCl3. Run at time 8 hour. As a reaction SMILES: [C:1]([O:5][C:6]([O:8][C:9]1[CH:10]=[C:11]([CH:14]=[CH:15][CH:16]=1)[CH:12]=[O:13])=[O:7])([CH3:4])([CH3:3])[CH3:2].[C:17]1(C)C=CC=CC=1.[CH3:24][OH:25]>C(OC)(OC)OC>[CH3:24][O:25][CH:12]([O:13][CH3:17])[C:11]1[CH:14]=[CH:15][CH:16]=[C:9]([O:8][C:6]([O:5][C:1]([CH3:4])([CH3:2])[CH3:3])=[O:7])[CH:10]=1. Procedure details: Two g (9 mmol) of 3-tert.-butoxycarbonyloxy-benzaldehyde were dissolved at room temperature in 10 ml of methanol and 1.2 ml of trimethyl orthoformate. To obtain complete solution, 1.5 ml of toluene were added. This was followed by the addition of 3.75 mg of RhCl3 [CH3C(CH2PPh2)3 ] as catalyst. The mixture was then stirred overnight at room temperature. The solvents were separated off by steam distillation, and the oily residue was taken up in a little toluene. The rhodium catalyst was filtered o... Starting materials: [OH-].C(CCCCC)[N+](CCCCCC)(CCCCCC)CCCCCC (tetrahexylammonium hydroxide), COC(OC)=O (dimethylcarbonate), COC([O-])=O (methylcarbonate), Cl (HCl). Run in CO (methanol), CC(C)O (2-propanol). The product is COC([O-])=O.C(CCCCC)[N+](CCCCCC)(CCCCCC)CCCCCC (tetrahexylammonium methylcarbonate). RXN SMILES: [OH-].[CH2:2]([N+:8]([CH2:21][CH2:22][CH2:23][CH2:24][CH2:25][CH3:26])([CH2:15][CH2:16][CH2:17][CH2:18][CH2:19][CH3:20])[CH2:9][CH2:10][CH2:11][CH2:12][CH2:13][CH3:14])[CH2:3][CH2:4][CH2:5][CH2:6][CH3:7].[CH3:27][O:28][C:29](=[O:32])[O:30]C.Cl.COC(=O)[O-]>CO.CC(O)C>[CH3:27][O:28][C:29](=[O:30])[O-:32].[CH2:21]([N+:8]([CH2:2][CH2:3][CH2:4][CH2:5][CH2:6][CH3:7])([CH2:9][CH2:10][CH2:11][CH2:12][CH2:13][CH3:14])[CH2:15][CH2:16][CH2:17][CH2:18][CH2:19][CH3:20])[CH2:22][CH2:23][CH2:24][CH2:25][CH3:26] |f:0.1,7.8|. Procedure: 10 g of a 10% b.w. solution of tetrahexylammonium hydroxide (2.7 mmole) in methanol was mixed with 1 g (11 mmoles) of dimethylcarbonate (DMC) to yield a clear, colorless solution. Titration in 2-propanol with aqueous HCl after 24 hours revealed an equivalence point at a lower pH for the blocked versus the unblocked form and indicated complete blocking to 0.26 meq methylcarbonate per g solution. The reactants are C(C)(C)(C)OC(=O)N1N=C(C2=CC(=CC=C12)C1C(=C(NC(=C1C#N)C)C)C#N)NCCO[Si](C)(C)C(C)(C)C (3-[2-(tert-butyl-dimethyl-silanyloxy)-ethylamino]-5-(3,5-dicyano-2,6-dimethyl-1,4-dihydro-pyridin-4-yl)-indazole-1-carboxylic acid tert-butyl ester), CCCC[N+](CCCC)(CCCC)CCCC.[F-] (TBAF). Run in C1CCOC1 (THF), C1CCOC1 (THF). Reaction conditions: time 8 hour. Product: C(C)(C)(C)OC(=O)N1N=C(C2=CC(=CC=C12)C1C(=C(NC(=C1C#N)C)C)C#N)NCCO (5-(3,5-dicyano-2,6-dimethyl-1,4-dihydro-pyridin-4-yl)-3-(2-hydroxy-ethylamino)-indazole-1-carboxylic acid tert-butyl ester). RXN SMILES: [C:1]([O:5][C:6]([N:8]1[C:16]2[C:11](=[CH:12][C:13]([CH:17]3[C:22]([C:23]#[N:24])=[C:21]([CH3:25])[NH:20][C:19]([CH3:26])=[C:18]3[C:27]#[N:28])=[CH:14][CH:15]=2)[C:10]([NH:29][CH2:30][CH2:31][O:32][Si](C(C)(C)C)(C)C)=[N:9]1)=[O:7])([CH3:4])([CH3:3])[CH3:2].CCCC[N+](CCCC)(CCCC)CCCC.[F-]>C1COCC1>[C:1]([O:5][C:6]([N:8]1[C:16]2[C:11](=[CH:12][C:13]([CH:17]3[C:18]([C:27]#[N:28])=[C:19]([CH3:26])[NH:20][C:21]([CH3:25])=[C:22]3[C:23]#[N:24])=[CH:14][CH:15]=2)[C:10]([NH:29][CH2:30][CH2:31][OH:32])=[N:9]1)=[O:7])([CH3:4])([CH3:2])[CH3:3] |f:1.2|. Reported procedure: Crude 3-[2-(tert-butyl-dimethyl-silanyloxy)-ethylamino]-5-(3,5-dicyano-2,6-dimethyl-1,4-dihydro-pyridin-4-yl)-indazole-1-carboxylic acid tert-butyl ester (6.58 g), from Synthetic Example 21, was dissolved in THF (350 mL), under Argon, and a solution of TBAF in THF (1M, 28.5 mL) was added. The mixture was stirred overnight at room temperature. The mixture was quenched with saturated ammonium chloride solution, diluted with water and extracted with EtOAc. The combined organic extracts were washed ... Reactants: CC(C(=O)N1C(=O)c2ccccc2OC12CCCCC2)C1NC(=O)C1C(CO[SiH](C)C)C(C)(C)C, [Li+], [Na+], [Na+], C1CCOC1, [OH-], O, OO, O=S([O-])[O-]. Yields the product CC(C(=O)O)C1NC(=O)C1C(CO[SiH](C)C)C(C)(C)C. Reaction SMILES: [C:1]([CH3:2])([CH3:3])([CH3:4])[CH:5]([CH2:6][O:7][SiH:8]([CH3:9])[CH3:10])[CH:11]1[C:12](=[O:35])[NH:13][CH:14]1[CH:15]([C:16](=[O:17])[N:18]1[C:19](=[O:20])[c:21]2[cH:22][cH:23][cH:24][cH:25][c:26]2[O:27][C:28]12[CH2:29][CH2:30][CH2:31][CH2:32][CH2:33]2)[CH3:34].[Li+:38].[Na+:44].[Na+:45].[O:46]1[CH2:47][CH2:48][CH2:49][CH2:50]1.[OH-:39].[OH2:51].[OH:36][OH:37].[S:40](=[O:41])([O-:42])[O-:43]>>[C:1]([CH3:2])([CH3:3])([CH3:4])[CH:5]([CH2:6][O:7][SiH:8]([CH3:9])[CH3:10])[CH:11]1[C:12](=[O:35])[NH:13][CH:14]1[CH:15]([C:16]([OH:17])=[O:41])[CH3:34]. Reactants: crude compound, ClC1=NC=2N([C@H](C(NC2C=N1)=O)CC)C(C)C ((7S)-2-chloro-8-isopropyl-7-ethyl-5,7-dihydropteridin-6-one), C1(=CC=C(C=C1)S(=O)(=O)OC)C (methyl p-toluenesulfonate), C([O-])([O-])=O.[K+].[K+] (potassium carbonate). Run in CC(=O)C (acetone). Run at time 12 hour. The product is ClC1=NC=2N([C@H](C(N(C2C=N1)C)=O)CC)C(C)C ((7S)-2-chloro-8-isopropyl-7-ethyl-5-methyl-7H-pteridin-6-one). Yield: 81.0%. RXN SMILES: [Cl:1][C:2]1[N:11]=[CH:10][C:9]2[NH:8][C:7](=[O:12])[C@H:6]([CH2:13][CH3:14])[N:5]([CH:15]([CH3:17])[CH3:16])[C:4]=2[N:3]=1.[C:18]1(C)C=CC(S(OC)(=O)=O)=CC=1.C(=O)([O-])[O-].[K+].[K+]>CC(C)=O>[Cl:1][C:2]1[N:11]=[CH:10][C:9]2[N:8]([CH3:18])[C:7](=[O:12])[C@H:6]([CH2:13][CH3:14])[N:5]([CH:15]([CH3:16])[CH3:17])[C:4]=2[N:3]=1 |f:2.3.4|. Procedure: The crude compound (7S)-2-chloro-8-isopropyl-7-ethyl-5,7-dihydropteridin-6-one 43c (7.17 g, 28.21 mmol), methyl p-toluenesulfonate (5.77 g, 31.03 mmol) and potassium carbonate (11.70 g, 84.60 mmol) were dissolved in 40 mL of acetone. The reaction solution was stirred for 12 hours and the precipite was filtered. The filter cake was washed with dichloromethane (100 mL). The filtrate was concentrated under reduced pressure. The resulting residue was purified by silica gel column chromatography with... The reactants are BrCCCCC12C(NC=3C=CC=C(C13)CCC2)=O (2a-(4-Bromobutyl)-2a,3,4,5-tetrahydrobenz[cd]indole-2(1H)-one), COC1=C(C=CC=C1)N1CCNCC1 (4-(2-methoxyphenyl)piperazine), C([O-])([O-])=O.[K+].[K+] (potassium carbonate). Run in CN(C=O)C (N,N-dimethylformamide). The product is COC1=C(C=CC=C1)N1CCN(CC1)CCCCC12C(NC=3C=CC=C(C13)CCC2)=O (2a-[4-{4-(2-Methoxyphenyl)piperazinyl}butyl]-2a,3,4,5-tetrahydrobenz[cd]indole-2(1H)-one). Isolated yield 94.4%. As a reaction SMILES: Br[CH2:2][CH2:3][CH2:4][CH2:5][C:6]12[CH2:17][CH2:16][CH2:15][C:13]3[C:14]1=[C:9]([CH:10]=[CH:11][CH:12]=3)[NH:8][C:7]2=[O:18].[CH3:19][O:20][C:21]1[CH:26]=[CH:25][CH:24]=[CH:23][C:22]=1[N:27]1[CH2:32][CH2:31][NH:30][CH2:29][CH2:28]1.C(=O)([O-])[O-].[K+].[K+]>CN(C)C=O>[CH3:19][O:20][C:21]1[CH:26]=[CH:25][CH:24]=[CH:23][C:22]=1[N:27]1[CH2:32][CH2:31][N:30]([CH2:2][CH2:3][CH2:4][CH2:5][C:6]23[CH2:17][CH2:16][CH2:15][C:13]4[C:14]2=[C:9]([CH:10]=[CH:11][CH:12]=4)[NH:8][C:7]3=[O:18])[CH2:29][CH2:28]1 |f:2.3.4|. Procedure: 2a-(4-Bromobutyl)-2a,3,4,5-tetrahydrobenz[cd]indole-2(1H)-one (220 mg, 0.72 mmol), 4-(2-methoxyphenyl)piperazine (150 mg, 0.79 mmol) and potassium carbonate (150 mg, 1.1 mmol) were stirred in anhydrous N,N-dimethylformamide (5 ml) at 50° C. for 4 hours. The solvent was evaporated under a reduced pressure, and the thus obtained residue was mixed with ethyl acetate and water. The reaction product was extracted with ethyl acetate, washed with saturated brine and dried with anhydrous sodium sulfate.... Starting materials: C[Si](C)(C)C#Cc1ccc(C=O)cc1, CC1=CN=C(C=C1)N, [C-]#[N+]C1CCCCC1. Reagents/catalysts: O=C(O)C(F)(F)F (trifluoroacetic acid). Run in CC(C)O (isopropyl alcohol), CC(C)O (isopropylalcohol). Conditions: temperature 22 celsius, time 20 hour. Product: Cc1ccc2nc(c3ccc(C#C[Si](C)(C)C)cc3)c(NC3CCCCC3)n2c1. The yield is 4.8%. As a reaction SMILES: CC1=CC=C(N)N=C1.[C-]#[N+]C1CCCCC1.C[Si](C)(C)C#CC1=CC=C(C=O)C=C1>>CC1=CN2C(C=C1)=NC(=C2NC1CCCCC1)C1=CC=C(C=C1)C#C[Si](C)(C)C.